This data is from the Open Reaction Database (ORD), a public repository of structured organic reaction records. The task is: describe an organic reaction: reactants, conditions, products, and yield Reactants: CN(C(=O)C=1C=C(C2=C(N(C(=N2)C)C(=O)OC(C)(C)C)C1)O)C (1,1-dimethylethyl 6-[(dimethylamino)carbonyl]-4-hydroxy-2-methyl-1H-benzimidazole-1-carboxylate), FC=1C=CC(=C2C(CCOC12)O)C (8-Fluoro-5-methylchroman-4-ol). Yields the product FC=1C=CC(=C2C(CCOC12)OC1=CC(=CC=2NC(=NC21)C)C(=O)N(C)C)C (4-[(8-Fluoro-5-methyl-3,4-dihydro-2H-chromen-4-yl)oxy]-N,N,2-trimethyl-1H-benzimidazole-6-carboxamide). Yield: 32.0%. RXN SMILES: [CH3:1][N:2]([CH3:23])[C:3]([C:5]1[CH:6]=[C:7]([OH:22])[C:8]2[N:12]=[C:11]([CH3:13])[N:10](C(OC(C)(C)C)=O)[C:9]=2[CH:21]=1)=[O:4].[F:24][C:25]1[CH:26]=[CH:27][C:28]([CH3:36])=[C:29]2[C:34]=1[O:33][CH2:32][CH2:31][CH:30]2O>>[F:24][C:25]1[CH:26]=[CH:27][C:28]([CH3:36])=[C:29]2[C:34]=1[O:33][CH2:32][CH2:31][CH:30]2[O:22][C:7]1[C:8]2[N:12]=[C:11]([CH3:13])[NH:10][C:9]=2[CH:21]=[C:5]([C:3]([N:2]([CH3:1])[CH3:23])=[O:4])[CH:6]=1. Reported procedure: The title compound was prepared as a white solid in 32% yield (38 mg) from 1,1-dimethylethyl 6-[(dimethylamino)carbonyl]-4-hydroxy-2-methyl-1H-benzimidazole-1-carboxylate (100 mg, 0.31 mmol, STEP 2 in Example 9) and 8-fluoro-5-methylchroman-4-ol (0.23 g, 1.2 mmol, STEP 1-3) by the same manner in STEP 3-2 of Example 9. Reactants: C(C)(=O)OC(C)=O (Acetic acid anhydride), N[C@@H](C(=O)O)CC=1SC=CC1 ((2R)-2-Amino-3-(2-thienyl) propionic acid), O (Water). The solvent is C(=O)O (formic acid). Conditions: temperature 0 celsius, time 16 hour. The product is C(=O)N[C@@H](C(=O)O)CC=1SC=CC1 ((2R)-2-(formylamino)-3-(2-thienyl)propionic acid). RXN SMILES: [NH2:1][C@H:2]([CH2:6][C:7]1[S:8][CH:9]=[CH:10][CH:11]=1)[C:3]([OH:5])=[O:4].[C:12](OC(=O)C)(=[O:14])C.O>C(O)=O>[CH:12]([NH:1][C@H:2]([CH2:6][C:7]1[S:8][CH:9]=[CH:10][CH:11]=1)[C:3]([OH:5])=[O:4])=[O:14]. Procedure details: (2R)-2-Amino-3-(2-thienyl) propionic acid (5.00 g, 29.2 mmol) was dissolved in formic acid (50 ml). The solution was cooled to 0° C. Acetic acid anhydride (20 ml) was added dropwise. The reaction mixture was stirred for 16 h, while it was warming up to room temperature. It was cooled to 0° C. Water (20 ml) was added dropwise. The solution was warmed to room temperature. The solvent was removed in vacuo. The residue was suspended in ethyl acetate (20 ml). The precipitation was filtered off, colle...